Dataset: the Open Reaction Database (ORD), a public repository of structured organic reaction records. Task: describe an organic reaction: reactants, conditions, products, and yield The reactants are O=C1N(C(C=C1)=O)CCC(NCCOCCOCCOCCOCCC(NCCCOC1=CC=C(C(=O)C2=CC=C(C=C2)NCCOCCOCCOCCOCCC(=O)OC(C)(C)C)C=C1)=O)=O (tert-butyl 1-((4-(4-((1-(2,5-dioxo-2,5-dihydro-1H-pyrrol-1-yl)-3,19-dioxo-7,10,13,16-tetraoxa-4,20-diazatricosan-23-yl)oxy)benzoyl)phenyl)amino)-3,6,9,12-tetraoxapentadecan-15-oate). Run in C(Cl)Cl.C(=O)(C(F)(F)F)O (DCM TFA). Conditions: time 1 hour. Yields the product O=C1N(C(C=C1)=O)CCC(NCCOCCOCCOCCOCCC(NCCCOC1=CC=C(C(=O)C2=CC=C(C=C2)NCCOCCOCCOCCOCCC(=O)O)C=C1)=O)=O (1-((4-(4-((1-(2,5-dioxo-2,5-dihydro-1H-pyrrol-1-yl)-3,19-dioxo-7,10,13,16-tetraoxa-4,20-diazatricosan-23-yl)oxy)benzoyl)phenyl)amino)-3,6,9,12-tetraoxapentadecan-15-oic acid). Isolated yield 116.0%. As a reaction SMILES: [O:1]=[C:2]1[CH:6]=[CH:5][C:4](=[O:7])[N:3]1[CH2:8][CH2:9][C:10](=[O:69])[NH:11][CH2:12][CH2:13][O:14][CH2:15][CH2:16][O:17][CH2:18][CH2:19][O:20][CH2:21][CH2:22][O:23][CH2:24][CH2:25][C:26](=[O:68])[NH:27][CH2:28][CH2:29][CH2:30][O:31][C:32]1[CH:67]=[CH:66][C:35]([C:36]([C:38]2[CH:43]=[CH:42][C:41]([NH:44][CH2:45][CH2:46][O:47][CH2:48][CH2:49][O:50][CH2:51][CH2:52][O:53][CH2:54][CH2:55][O:56][CH2:57][CH2:58][C:59]([O:61]C(C)(C)C)=[O:60])=[CH:40][CH:39]=2)=[O:37])=[CH:34][CH:33]=1>C(Cl)Cl.C(O)(C(F)(F)F)=O>[O:1]=[C:2]1[CH:6]=[CH:5][C:4](=[O:7])[N:3]1[CH2:8][CH2:9][C:10](=[O:69])[NH:11][CH2:12][CH2:13][O:14][CH2:15][CH2:16][O:17][CH2:18][CH2:19][O:20][CH2:21][CH2:22][O:23][CH2:24][CH2:25][C:26](=[O:68])[NH:27][CH2:28][CH2:29][CH2:30][O:31][C:32]1[CH:33]=[CH:34][C:35]([C:36]([C:38]2[CH:43]=[CH:42][C:41]([NH:44][CH2:45][CH2:46][O:47][CH2:48][CH2:49][O:50][CH2:51][CH2:52][O:53][CH2:54][CH2:55][O:56][CH2:57][CH2:58][C:59]([OH:61])=[O:60])=[CH:40][CH:39]=2)=[O:37])=[CH:66][CH:67]=1 |f:1.2|. Procedure: tert-butyl 1-((4-(4-((1-(2,5-dioxo-2,5-dihydro-1H-pyrrol-1-yl)-3,19-dioxo-7,10,13,16-tetraoxa-4,20-diazatricosan-23-yl)oxy)benzoyl)phenyl)amino)-3,6,9,12-tetraoxapentadecan-15-oate (7.36 g, 7.85 mmol) was dissolved in a solution of DCM:TFA (2:1, 50 ml) and left to stir for ca. 1 h. Upon completion, reaction was then concentrated under reduced pressure, co-evaporated with toluene, and dried on oil pump overnight to yield 8.35 g of crude 1-((4-(4-((1-(2,5-dioxo-2,5-dihydro-1H-pyrrol-1-yl)-3,19-dio... Starting materials: C1COC(C)(C2=CC=C(C=C2)S)O1 (4'-Mercaptoacetophenone ethylene acetal). Solvent: C(CO)O (ethylene glycol). The product is SC1=CC=C(C=C1)C(C)=O (4'-mercaptoacetophenone). RXN SMILES: C1O[C:4]([C:6]2[CH:11]=[CH:10][C:9]([SH:12])=[CH:8][CH:7]=2)([CH3:5])[O:3]C1>C(O)CO>[SH:12][C:9]1[CH:10]=[CH:11][C:6]([C:4](=[O:3])[CH3:5])=[CH:7][CH:8]=1. Procedure details: 4'-Mercaptoacetophenone ethylene acetal (0.656 g; obtained by the reaction of 4'-mercaptoacetophenone and ethylene glycol using an analogous procedure to that described in the third paragraph of the portion of Example 7 which is concerned with the preparation of starting materials) was added to a mixture of 2,4-dibromothiazole (0.82 g), potassium carbonate (0.468 g) and NMP (4 ml). The mixture was stirred and heated to 90° C. for 2.5 hours. The mixture was cooled to ambient temperature and parti... Reactants: CC(Br)C(=O)c1ccc(NS(C)(=O)=O)cc1, c1ccc(CNCc2ccccc2)cc1, CC#N. The product is CC(C(=O)c1ccc(NS(C)(=O)=O)cc1)N(Cc1ccccc1)Cc1ccccc1. As a reaction SMILES: [Br:1][CH:2]([C:3](=[O:4])[c:5]1[cH:6][cH:7][c:8]([NH:9][S:10](=[O:11])(=[O:12])[CH3:13])[cH:14][cH:15]1)[CH3:16].[CH2:17]([c:18]1[cH:19][cH:20][cH:21][cH:22][cH:23]1)[NH:24][CH2:25][c:26]1[cH:27][cH:28][cH:29][cH:30][cH:31]1.[CH3:32][C:33]#[N:34]>>[CH:2]([C:3](=[O:4])[c:5]1[cH:6][cH:7][c:8]([NH:9][S:10](=[O:11])(=[O:12])[CH3:13])[cH:14][cH:15]1)([CH3:16])[N:24]([CH2:17][c:18]1[cH:19][cH:20][cH:21][cH:22][cH:23]1)[CH2:25][c:26]1[cH:27][cH:28][cH:29][cH:30][cH:31]1. Reactants: BrC=1C(=CC2=C(C=3N(CCO2)C(=C(N3)C(=O)N)CN3CCCC3)C1)F (10-bromo-9-fluoro-3-(pyrrolidin-1-ylmethyl)-5,6-dihydrobenzo[f]imidazo[1,2-d][1,4]oxazepine-2-carboxamide), C(#C)[C@]1(C(N(CC1)C)=O)O ((3R)-3-ethynyl-3-hydroxy-1-methyl-pyrrolidin-2-one). Yields the product FC1=CC2=C(C=3N(CCO2)C(=C(N3)C(=O)N)CN3CCCC3)C=C1C#C[C@]1(C(N(CC1)C)=O)O (9-fluoro-10-[2-[(3R)-3-hydroxy-1-methyl-2-oxo-pyrrolidin-3-yl]ethynyl]-3-(pyrrolidin-1-ylmethyl)-5,6-dihydroimidazo[1,2-d][1,4]benzoxazepine-2-carboxamide). Yield: 3.3%. As a reaction SMILES: Br[C:2]1[C:3]([F:25])=[CH:4][C:5]2[O:11][CH2:10][CH2:9][N:8]3[C:12]([CH2:18][N:19]4[CH2:23][CH2:22][CH2:21][CH2:20]4)=[C:13]([C:15]([NH2:17])=[O:16])[N:14]=[C:7]3[C:6]=2[CH:24]=1.[C:26]([C@:28]1([OH:35])[CH2:32][CH2:31][N:30]([CH3:33])[C:29]1=[O:34])#[CH:27]>>[F:25][C:3]1[C:2]([C:27]#[C:26][C@:28]2([OH:35])[CH2:32][CH2:31][N:30]([CH3:33])[C:29]2=[O:34])=[CH:24][C:6]2[C:7]3[N:8]([C:12]([CH2:18][N:19]4[CH2:23][CH2:22][CH2:21][CH2:20]4)=[C:13]([C:15]([NH2:17])=[O:16])[N:14]=3)[CH2:9][CH2:10][O:11][C:5]=2[CH:4]=1. Procedure details: 10-bromo-9-fluoro-3-(pyrrolidin-1-ylmethyl)-5,6-dihydrobenzo[f]imidazo[1,2-d][1,4]oxazepine-2-carboxamide was reacted with (3R)-3-ethynyl-3-hydroxy-1-methyl-pyrrolidin-2-one similarly to as described in General Procedure F with non-critical modifications to afford 3 mg (3.3%) of 9-fluoro-10-[2-[(3R)-3-hydroxy-1-methyl-2-oxo-pyrrolidin-3-yl]ethynyl]-3-(pyrrolidin-1-ylmethyl)-5,6-dihydroimidazo[1,2-d][1,4]benzoxazepine-2-carboxamide. M+1=468.2. Starting materials: [Al+3], O=C(Cl)c1ccccc1, [Cl-], [Cl-], [Cl-], Clc1ccccc1Cl, Clc1ccc(Cl)cc1, [Na+], [OH-], O. The product is O=C(c1ccccc1)c1cc(Cl)ccc1Cl. As a reaction SMILES: [Al+3:21].[C:11]([c:12]1[cH:13][cH:14][cH:15][cH:16][cH:17]1)(=[O:18])[Cl:19].[Cl-:20].[Cl-:22].[Cl-:23].[Cl:25][c:26]1[cH:27][cH:28][cH:29][cH:30][c:31]1[Cl:32].[Cl:3][c:4]1[cH:5][cH:6][c:7]([Cl:8])[cH:9][cH:10]1.[Na+:2].[OH-:1].[OH2:24]>>[Cl:3][c:4]1[c:5]([C:11]([c:12]2[cH:13][cH:14][cH:15][cH:16][cH:17]2)=[O:18])[cH:6][c:7]([Cl:8])[cH:9][cH:10]1. The reactants are O=C([O-])[O-], CS(=O)(=O)c1ccc(B(O)O)cc1, CO, COC(=O)c1ccnc(Cl)c1, ClCCl, [K+], [K+], O, Cl[Pd]Cl. Product: COC(=O)c1ccnc(-c2ccc(S(C)(=O)=O)cc2)c1. As a reaction SMILES: [C:25](=[O:26])([O-:27])[O-:28].[CH3:12][S:13](=[O:14])(=[O:15])[c:16]1[cH:17][cH:18][c:19]([B:22]([OH:23])[OH:24])[cH:20][cH:21]1.[CH3:34][OH:35].[Cl:1][c:2]1[cH:3][c:4]([C:5](=[O:6])[O:7][CH3:8])[cH:9][cH:10][n:11]1.[Cl:31][CH2:32][Cl:33].[K+:29].[K+:30].[OH2:39].[Pd:36]([Cl:37])[Cl:38]>>[c:2]1(-[c:19]2[cH:18][cH:17][c:16]([S:13]([CH3:12])(=[O:14])=[O:15])[cH:21][cH:20]2)[cH:3][c:4]([C:5](=[O:6])[O:7][CH3:8])[cH:9][cH:10][n:11]1. Starting materials: BrC1=C(CCC2=CC(=CC=C12)OC)C1=CC=C(C=C1)S(=O)(=O)C (1-bromo-2-(4-methanesulfonylphenyl)-3,4-dihydro-6-methoxynaphthalene), ClC=1C(C(=C(C(C1Cl)=O)C#N)C#N)=O (DDQ), [OH-].[Na+] (sodium hydroxide), ClC=1C(C(=C(C(C1Cl)=O)C#N)C#N)=O (2,3-dichloro-5,6-dicyano-1,4-benzoquinone), C(C)#N (acetonitrile). The solvent is C1CCOC1 (THF). Run at time 1 hour. Product: BrC1=C(C=CC2=CC(=CC=C12)OC)C1=CC=C(C=C1)S(=O)(=O)C (1-Bromo-2-(4-methanesulfonylphenyl)-6-methoxynaphthalene). Reaction SMILES: [Br:1][C:2]1[C:11]2[C:6](=[CH:7][C:8]([O:12][CH3:13])=[CH:9][CH:10]=2)[CH2:5][CH2:4][C:3]=1[C:14]1[CH:19]=[CH:18][C:17]([S:20]([CH3:23])(=[O:22])=[O:21])=[CH:16][CH:15]=1.ClC1C(=O)C(C#N)=C(C#N)C(=O)C=1Cl.C(#N)C.[OH-].[Na+]>C1COCC1>[Br:1][C:2]1[C:11]2[C:6](=[CH:7][C:8]([O:12][CH3:13])=[CH:9][CH:10]=2)[CH:5]=[CH:4][C:3]=1[C:14]1[CH:19]=[CH:18][C:17]([S:20]([CH3:23])(=[O:22])=[O:21])=[CH:16][CH:15]=1 |f:3.4|. Reported procedure: Combine 1-bromo-2-(4-methanesulfonylphenyl)-3,4-dihydro-6-methoxynaphthalene and 2,3-dichloro-5,6-dicyano-1,4-benzoquinone (DDQ, 1.8 equiv.) in 10 volumes acetonitrile and 5 volumes of THF. Under nitrogen atmosphere, heat reaction contents to 73-75° C. Monitor reaction progress by GC analysis until reaction completion. Additional DDQ (0.2-0.3 equiv.) may be required for reaction completion. Cool contents to ambient temperature and add 10 volumes 1 N sodium hydroxide. Stir for approximately 1 hou...